Dataset: the Open Reaction Database (ORD), a public repository of structured organic reaction records. Task: describe an organic reaction: reactants, conditions, products, and yield Yields the product N1C=NC=2C=NC=3C=CC=CC3C21 (1H-imidazo[4,5-c]quinoline), N1C=NC=2C=NC=3C=CC=NC3C21 (1H-imidazo[4,5-c][1,5]naphthyridine), Formula XX. Procedure details: In step (4) of Reaction Scheme I, a quinoline-3,4-diamine or [1,5]naphthyridine-3,4-diamine of Formula XIX is reacted with a carboxylic acid equivalent, which is selected such that it will provide the desired —X-Hal substituent in a 1H-imidazo[4,5-c]quinoline or 1H-imidazo[4,5-c][1,5]naphthyridine of Formula XX. Suitable carboxylic acid equivalents include ortho esters, acid halides, imidates, and imidate salts. The reactants are N1=CC(=C(C2=CC=CC=C12)N)N (quinoline-3,4-diamine), N1=CC(=C(C2=NC=CC=C12)N)N ([1,5]naphthyridine-3,4-diamine), Formula XIX, carboxylic acid. RXN SMILES: [N:1]1[C:10]2[C:5](=[CH:6][CH:7]=[CH:8][CH:9]=2)[C:4]([NH2:11])=[C:3]([NH2:12])[CH:2]=1.[N:13]1[C:22]2[C:17](=[N:18][CH:19]=[CH:20][CH:21]=2)[C:16]([NH2:23])=[C:15]([NH2:24])[CH:14]=1>>[NH:11]1[C:4]2[C:5]3[CH:6]=[CH:7][CH:8]=[CH:9][C:10]=3[N:1]=[CH:2][C:3]=2[N:12]=[CH:14]1.[NH:23]1[C:16]2[C:17]3[N:18]=[CH:19][CH:20]=[CH:21][C:22]=3[N:13]=[CH:14][C:15]=2[N:24]=[CH:2]1. Starting materials: C(CCC)OCCO (2-Butoxyethanol), 157g, C(C1=CC=CO1)O (furfuryl alcohol), 422g, C(CCC)OCCO (2-butoxyethanol), Cl (HCl), C(=O)(O)[O-].[Na+] (NaHCO3). Product: C(CCC(=O)C)(=O)OOCCOCCCC (2-Butoxyethoxy Levulinate). Reaction SMILES: [CH2:1]([O:5][CH2:6][CH2:7][OH:8])[CH2:2][CH2:3][CH3:4].[CH2:9](O)[C:10]1[O:14]C=[CH:12][CH:11]=1.Cl.[C:17]([O-:20])(O)=[O:18].[Na+]>>[C:17]([O:20][O:8][CH2:7][CH2:6][O:5][CH2:1][CH2:2][CH2:3][CH3:4])(=[O:18])[CH2:12][CH2:11][C:10]([CH3:9])=[O:14] |f:3.4|. Procedure details: 2-Butoxyethanol (Butyl Cellosolve) 47.2g (0.4 mol) and 157g (1.6 mol) furfuryl alcohol were added to 422g (3.9 mol) 2-butoxyethanol and 7.2g conc. HCl over 11/2 hours at 109°-114° and held at 108° for an additional 11/2 hours. Reaction product was neutralized with sat. NaHCO3, washed with water, dried with anhy. MgSO4 and distilled. 2-Butoxyethyl levulinate was collected in fr 2 95°-106° 1 mm, 95% ester by gc.